Dataset: the Open Reaction Database (ORD), a public repository of structured organic reaction records. Task: describe an organic reaction: reactants, conditions, products, and yield Starting materials: C1(CC1)C(=O)Cl (cyclopropanecarbonyl chloride), N1(C=CC=C1)N1C(C=2C(C1=O)=CC=CC2)=O (N-(1H-pyrrol-1-yl)phthalimide), ice water. The solvent is ClCCCl (1,2-dichloroethane), ClCCCl (1,2-dichloroethane). Run at temperature 25 celsius, time 18 hour. Product: C1(CC1)C(=O)C=1N(C=CC1)N1C(C=2C(C1=O)=CC=CC2)=O (N-(2-cyclopropanecarbonyl-1H-pyrrol-1-yl)phthalimide). Reaction SMILES: [CH:1]1([C:4](Cl)=[O:5])[CH2:3][CH2:2]1.[N:7]1([N:12]2[C:16](=[O:17])[C:15]3=[CH:18][CH:19]=[CH:20][CH:21]=[C:14]3[C:13]2=[O:22])[CH:11]=[CH:10][CH:9]=[CH:8]1>ClCCCl>[CH:1]1([C:4]([C:8]2[N:7]([N:12]3[C:16](=[O:17])[C:15]4=[CH:18][CH:19]=[CH:20][CH:21]=[C:14]4[C:13]3=[O:22])[CH:11]=[CH:10][CH:9]=2)=[O:5])[CH2:3][CH2:2]1. Procedure details: Boron trifluoride-diethyl ether complex (10 g; 23.6×3 mM) was dissolved in 80 ml of 1,2-dichloroethane at 25° C., followed by adding dropwise cyclopropanecarbonyl chloride (7.4 g; 23.6×3 mM). After a suspension of N-(1H-pyrrol-1-yl)phthalimide (IX-1; 5 g; 23.6 mM) in 40 ml of 1,2-dichloroethane was added, the mixture was stirred at 25° C. for 18 hours. The reaction mixture was poured into ice-water and insoluble materials were removed by filtration. The 1,2-dichloroethane phase of the filtrate w...